Dataset: the Open Reaction Database (ORD), a public repository of structured organic reaction records. Task: describe an organic reaction: reactants, conditions, products, and yield The reactants are [BH3-]C#N, [Na+], CC(C(=O)O)c1ccc(CC2CCCCC2=O)cc1, C1CCOC1. Yields the product CC(C(=O)O)c1ccc(CC2CCCCC2O)cc1. RXN SMILES: [C:20]([BH3-:21])#[N:22].[Na+:23].[O:1]=[C:2]1[CH:3]([CH2:8][c:9]2[cH:10][cH:11][c:12]([CH:15]([C:16](=[O:17])[OH:18])[CH3:19])[cH:13][cH:14]2)[CH2:4][CH2:5][CH2:6][CH2:7]1.[O:24]1[CH2:25][CH2:26][CH2:27][CH2:28]1>>[OH:1][CH:2]1[CH:3]([CH2:8][c:9]2[cH:10][cH:11][c:12]([CH:15]([C:16](=[O:17])[OH:18])[CH3:19])[cH:13][cH:14]2)[CH2:4][CH2:5][CH2:6][CH2:7]1.